This data is from the Open Reaction Database (ORD), a public repository of structured organic reaction records. The task is: describe an organic reaction: reactants, conditions, products, and yield Reactants: BrCC(=O)N (bromoacetamide), C(=O)([O-])[O-].[Cs+].[Cs+] (Cs2CO3), BrCC(=O)N (bromoacetamide), C(C)(C)(C)OC(=O)NC=NC=1SC(=C(C1)C=1N=C(SC1)NC1=CC=C(C=C1)O)SC ((tert-butoxy)-N-[(4-{2-[(4-hydroxyphenyl)amino](1,3-thiazol-4-yl)}-5-methylthio(2-thienyl))iminomethyl]carboxamide). Solvent: CN(C)C=O (DMF). Run at temperature 58 celsius, time 24 hour. Product: C(C)(C)(C)OC(=O)NC=NC=1SC(=C(C1)C=1N=C(SC1)NC1=CC(=CC=C1)OCC(N)=O)SC ((tert-butoxy)-N-{[4-(2-{[3-(carbamoylmethoxy)phenyl]amino}(1,3-thiazol-4-yl))-5-methylthio(2-thienyl)]iminomethyl}carboxamide). Isolated yield 12.4%. As a reaction SMILES: [C:1]([O:5][C:6]([NH:8][CH:9]=[N:10][C:11]1[S:12][C:13]([S:29][CH3:30])=[C:14]([C:16]2[N:17]=[C:18]([NH:21][C:22]3[CH:27]=[CH:26][C:25](O)=[CH:24][CH:23]=3)[S:19][CH:20]=2)[CH:15]=1)=[O:7])([CH3:4])([CH3:3])[CH3:2].C([O-])([O-])=[O:32].[Cs+].[Cs+].Br[CH2:38][C:39]([NH2:41])=[O:40]>CN(C=O)C>[C:1]([O:5][C:6]([NH:8][CH:9]=[N:10][C:11]1[S:12][C:13]([S:29][CH3:30])=[C:14]([C:16]2[N:17]=[C:18]([NH:21][C:22]3[CH:23]=[CH:24][CH:25]=[C:26]([O:32][CH2:38][C:39](=[O:40])[NH2:41])[CH:27]=3)[S:19][CH:20]=2)[CH:15]=1)=[O:7])([CH3:4])([CH3:2])[CH3:3] |f:1.2.3|. Procedure details: To stirring solution of (tert-butoxy)-N-[(4-{2-[(4-hydroxyphenyl)amino](1,3-thiazol-4-yl)}-5-methylthio(2-thienyl))iminomethyl]carboxamide (65 mg, 0.14 mmol) in 1.5 mL of DMF was added sequentially Cs2CO3 (1.5 equiv, 60.1 mg, Aldrich Chemicals, Milwaukee, Wis.), bromoacetamide (1.2 equiv, 20.4 mg, Aldrich Chemicals, Milwaukee, Wis.), and a catalytic amount of KI. The reaction was warmed to 58° C. in an oil bath, stirred for 48 h, at which time another 0.6 equiv of bromoacetamide was added. Stirr...